Dataset: the Open Reaction Database (ORD), a public repository of structured organic reaction records. Task: describe an organic reaction: reactants, conditions, products, and yield Reactants: COC1=C(C=C(C=C1)C(F)(F)F)C1=CC(NN=C1C)=O (5-[2-Methoxy-5-(trifluoromethyl)phenyl]-6-methylpyridazin-3(2H)-one), P(=O)(Cl)(Cl)Cl (phosphorus oxychloride), C([O-])(O)=O.[Na+] (sodium bicarbonate). Run at temperature 0 celsius. The product is ClC1=CC(=C(N=N1)C)C1=C(C=CC(=C1)C(F)(F)F)OC (6-Chloro-4-[2-methoxy-5-(trifluoromethyl)phenyl]-3-methylpyridazine). RXN SMILES: [CH3:1][O:2][C:3]1[CH:8]=[CH:7][C:6]([C:9]([F:12])([F:11])[F:10])=[CH:5][C:4]=1[C:13]1[C:18]([CH3:19])=[N:17][NH:16][C:15](=O)[CH:14]=1.C(=O)(O)[O-].[Na+].P(Cl)(Cl)([Cl:28])=O>>[Cl:28][C:15]1[N:16]=[N:17][C:18]([CH3:19])=[C:13]([C:4]2[CH:5]=[C:6]([C:9]([F:12])([F:11])[F:10])[CH:7]=[CH:8][C:3]=2[O:2][CH3:1])[CH:14]=1 |f:1.2|. Procedure: 5-[2-Methoxy-5-(trifluoromethyl)phenyl]-6-methylpyridazin-3(2H)-one (Preparation 41, 1.1 g, 39 mmol) and phosphorus oxychloride (20 mL) were heated to 100° C. for 3 hours. The reaction mixture was then cooled to 0° C. and poured onto ice before being neutralised with sodium bicarbonate. The mixture was extracted with dichloromethane (3×100 mL) and the combined organic layer washed with water (50 mL) then saturated aqueous sodium chloride solution (50 mL). The organics were dried over sodium sulf... The reactants are C(OCC)(OCC)OCC (triethyl orthoformate), Cl (HCl), N(N)C(=S)NC[C@@H]1[C@@H](CN(CC1)C(=O)OCC1=CC=C(C=C1)C)F ((±)-cis 4-methylbenzyl 4-{[(hydrazinocarbonothioyl) amino]methyl}-3-fluoropiperidine-1-carboxylate). The solvent is C(C)O (ethanol). Run at time 18 hour. Yields the product F[C@@H]1CN(CC[C@@H]1CNC=1SC=NN1)C(=O)OCC1=CC=C(C=C1)C ((−)-cis-4-methylbenzyl 3-fluoro-4-[(1,3,4-thiadiazol-2-ylamino)methyl]piperidine-1-carboxylate). RXN SMILES: [NH:1]([C:3]([NH:5][CH2:6][C@H:7]1[CH2:12][CH2:11][N:10]([C:13]([O:15][CH2:16][C:17]2[CH:22]=[CH:21][C:20]([CH3:23])=[CH:19][CH:18]=2)=[O:14])[CH2:9][C@H:8]1[F:24])=[S:4])[NH2:2].[CH:25](OCC)(OCC)OCC.Cl>C(O)C>[F:24][C@H:8]1[C@@H:7]([CH2:6][NH:5][C:3]2[S:4][CH:25]=[N:2][N:1]=2)[CH2:12][CH2:11][N:10]([C:13]([O:15][CH2:16][C:17]2[CH:18]=[CH:19][C:20]([CH3:23])=[CH:21][CH:22]=2)=[O:14])[CH2:9]1. Reported procedure: A suspension of (±)-cis 4-methylbenzyl 4-{[(hydrazinocarbonothioyl) amino]methyl}-3-fluoropiperidine-1-carboxylate (180 mg, 0.51 mmol) in ethanol (10 mL) was treated with triethyl orthoformate (151 mg, 1.02 mmol) and concentrated HCl (0.01 mL) and stirred at room temperature, under nitrogen, for 18 h. After all solids had dissolved, the reaction mixture was heated to reflux for 1.5 hour, cooled to room temperature and the volatiles evaporated. The residue was partitioned between ethyl acetate an...